This data is from the Open Reaction Database (ORD), a public repository of structured organic reaction records. The task is: describe an organic reaction: reactants, conditions, products, and yield Reactants: O=CN1CCC(C(=O)O)CC1, CN(C(=O)c1ccc(C(F)(F)F)cn1)C1CCNCC1c1ccc(Cl)c(Cl)c1, Cl. Product: CN(C(=O)c1ccc(C(F)(F)F)cn1)C1CCN(C(=O)C2CCN(C=O)CC2)CC1c1ccc(Cl)c(Cl)c1. As a reaction SMILES: [CH:30](=[O:31])[N:32]1[CH2:33][CH2:34][CH:35]([C:38](=[O:39])[OH:40])[CH2:36][CH2:37]1.[Cl:2][c:3]1[cH:4][c:5]([CH:10]2[CH2:11][NH:12][CH2:13][CH2:14][CH:15]2[N:16]([C:17](=[O:18])[c:19]2[n:20][cH:21][c:22]([C:25]([F:26])([F:27])[F:28])[cH:23][cH:24]2)[CH3:29])[cH:6][cH:7][c:8]1[Cl:9].[ClH:1]>>[Cl:2][c:3]1[cH:4][c:5]([CH:10]2[CH2:11][N:12]([C:38]([CH:35]3[CH2:34][CH2:33][N:32]([CH:30]=[O:31])[CH2:37][CH2:36]3)=[O:39])[CH2:13][CH2:14][CH:15]2[N:16]([C:17](=[O:18])[c:19]2[n:20][cH:21][c:22]([C:25]([F:26])([F:27])[F:28])[cH:23][cH:24]2)[CH3:29])[cH:6][cH:7][c:8]1[Cl:9]. The reactants are FC1=C(C=C2C(NC(=NC2=C1)N1N=CC(=C1)C(=O)OCC)=O)N1CCCCC1 (ethyl 1-(7-fluoro-4-oxo-6-(piperidin-1-yl)-3,4-dihydroquinazolin-2-yl)-1H-pyrazole-4-carboxylate), N1CCCC1 (pyrrolidine). The product is FC1=C(C=C2C(=NC(=NC2=C1)N1N=CC(=C1)C(=O)O)N1CCCC1)N1CCCCC1 (1-(7-Fluoro-6-(piperidin-1-yl)-4-(pyrrolidin-1-yl)quinazolin-2-yl)-1H-pyrazole-4-carboxylic acid). RXN SMILES: [F:1][C:2]1[CH:11]=[C:10]2[C:5]([C:6](=O)[NH:7][C:8]([N:12]3[CH:16]=[C:15]([C:17]([O:19]CC)=[O:18])[CH:14]=[N:13]3)=[N:9]2)=[CH:4][C:3]=1[N:23]1[CH2:28][CH2:27][CH2:26][CH2:25][CH2:24]1.[NH:29]1[CH2:33][CH2:32][CH2:31][CH2:30]1>>[F:1][C:2]1[CH:11]=[C:10]2[C:5]([C:6]([N:29]3[CH2:33][CH2:32][CH2:31][CH2:30]3)=[N:7][C:8]([N:12]3[CH:16]=[C:15]([C:17]([OH:19])=[O:18])[CH:14]=[N:13]3)=[N:9]2)=[CH:4][C:3]=1[N:23]1[CH2:28][CH2:27][CH2:26][CH2:25][CH2:24]1. Procedure: The above compound may be made analogous to Example 1 using ethyl 1-(7-fluoro-4-oxo-6-(piperidin-1-yl)-3,4-dihydroquinazolin-2-yl)-1H-pyrazole-4-carboxylate in step D and pyrrolidine in step E. MS (ESI): predicted mass calcd. for C21H23FN6O2, 410.2